Dataset: the Open Reaction Database (ORD), a public repository of structured organic reaction records. Task: describe an organic reaction: reactants, conditions, products, and yield Reactants: ClC(Cl)(Cl)Cl, Cl, C[Si](C)(Cl)C[Si](Cl)(Cl)Cl, CC(C)(C#N)N=NC(C)(C)C#N. Yields the product C[Si](Cl)(CCl)C[Si](Cl)(Cl)Cl. RXN SMILES: [C:23]([Cl:24])([Cl:25])([Cl:26])[Cl:27].[Cl:1].[Cl:2][Si:3]([CH2:4][Si:5]([CH3:6])([CH3:7])[Cl:8])([Cl:9])[Cl:10].[N:11]#[C:12][C:13]([N:14]=[N:15][C:16]([C:17]#[N:18])([CH3:19])[CH3:20])([CH3:21])[CH3:22]>>[Cl:2][Si:3]([CH2:4][Si:5]([CH2:6][Cl:24])([CH3:7])[Cl:8])([Cl:9])[Cl:10]. Reactants: C1(=CC=CC=C1)P(C1=C(C2=CC=CC=C2C=C1)C1=C(C=CC2=CC=CC=C12)P(C1=CC=CC=C1)C1=CC=CC=C1)C1=CC=CC=C1 (2,2′-bis-diphenylphosphanyl-[1,1′]binaphthalenyl), ClC=1N=C(C2=C(N1)N(C=C2C2=CC1=C(N=C(O1)C)C=C2)COCC[Si](C)(C)C)OC2CCCC2 (6-(2-chloro-4-(cyclopentyloxy)-7-((2-(trimethylsilyl)ethoxy)methyl)-7H-pyrrolo[2,3-d]pyrimidin-5-yl)-2-methylbenzo[d]oxazole), NC1=C(C=C(C(=O)NC2COC2)C=C1)OC (4-amino-3-methoxy-N-(oxetan-3-yl)benzamide), C([O-])([O-])=O.[Cs+].[Cs+] (cesium carbonate). Reagents/catalysts: C(C)(=O)[O-].[Pd+2].C(C)(=O)[O-] (palladium acetate). Run in O1CCOCC1 (1,4-dioxane). Conditions: temperature 100 celsius, time 2 hour. Yields the product C1(CCCC1)OC=1C2=C(N=C(N1)NC1=C(C=C(C(=O)NC3COC3)C=C1)OC)N(C=C2C2=CC1=C(N=C(O1)C)C=C2)COCC[Si](C)(C)C (4-((4-(Cyclopentyloxy)-5-(2-methylbenzo[d]oxazol-6-yl)-7-((2-(trimethylsilyl)ethoxy)methyl)-7H-pyrrolo[2,3-d]pyrimidin-2-yl)amino)-3-methoxy-N-(oxetan-3-yl)benzamide). Reaction SMILES: Cl[C:2]1[N:3]=[C:4]([O:29][CH:30]2[CH2:34][CH2:33][CH2:32][CH2:31]2)[C:5]2[C:10]([C:11]3[CH:20]=[CH:19][C:14]4[N:15]=[C:16]([CH3:18])[O:17][C:13]=4[CH:12]=3)=[CH:9][N:8]([CH2:21][O:22][CH2:23][CH2:24][Si:25]([CH3:28])([CH3:27])[CH3:26])[C:6]=2[N:7]=1.[NH2:35][C:36]1[CH:48]=[CH:47][C:39]([C:40]([NH:42][CH:43]2[CH2:46][O:45][CH2:44]2)=[O:41])=[CH:38][C:37]=1[O:49][CH3:50].C(=O)([O-])[O-].[Cs+].[Cs+].C1(P(C2C=CC=CC=2)C2C=CC3C(=CC=CC=3)C=2C2C3C(=CC=CC=3)C=CC=2P(C2C=CC=CC=2)C2C=CC=CC=2)C=CC=CC=1>O1CCOCC1.C([O-])(=O)C.[Pd+2].C([O-])(=O)C>[CH:30]1([O:29][C:4]2[C:5]3[C:10]([C:11]4[CH:20]=[CH:19][C:14]5[N:15]=[C:16]([CH3:18])[O:17][C:13]=5[CH:12]=4)=[CH:9][N:8]([CH2:21][O:22][CH2:23][CH2:24][Si:25]([CH3:28])([CH3:27])[CH3:26])[C:6]=3[N:7]=[C:2]([NH:35][C:36]3[CH:48]=[CH:47][C:39]([C:40]([NH:42][CH:43]4[CH2:44][O:45][CH2:46]4)=[O:41])=[CH:38][C:37]=3[O:49][CH3:50])[N:3]=2)[CH2:34][CH2:33][CH2:32][CH2:31]1 |f:2.3.4,7.8.9|. Procedure details: To a degassed mixture of 6-(2-chloro-4-(cyclopentyloxy)-7-((2-(trimethylsilyl)ethoxy)methyl)-7H-pyrrolo[2,3-d]pyrimidin-5-yl)-2-methylbenzo[d]oxazole (1 equiv), 4-amino-3-methoxy-N-(oxetan-3-yl)benzamide (1.2 equiv) and cesium carbonate (3 equiv) in 1,4-dioxane (0.1 M) was added palladium acetate (0.2 equiv) and 2,2′-bis-diphenylphosphanyl-[1,1′]binaphthalenyl (0.2 equiv). The reaction was stirred at 100° C. for 2 h. The reaction mixture was cooled to room temperature, and concentrated. The resi... Starting materials: FC(F)=C(F)CCBr, O=C([O-])[O-], CC#N, [K+], [K+], Sc1ncco1. Product: FC(F)=C(F)CCSc1ncco1. As a reaction SMILES: [Br:1][CH2:2][CH2:3][C:4](=[C:5]([F:6])[F:7])[F:8].[C:9](=[O:10])([O-:11])[O-:12].[CH3:21][C:22]#[N:23].[K+:13].[K+:14].[SH:15][c:16]1[o:17][cH:18][cH:19][n:20]1>>[CH2:2]([CH2:3][C:4](=[C:5]([F:6])[F:7])[F:8])[S:15][c:16]1[o:17][cH:18][cH:19][n:20]1. The reactants are C1(=CC=CC=C1)C (toluene), NC=1SC2=C(N1)C=CC(=C2)C (2-amino-6-methylbenzothiazole), C(CO)O (ethylene glycol), [OH-].[K+] (KOH). Run in C(C)(=O)O (acetic acid). Yields the product CC=1C=CC(=C(C1)S)N (5-Methyl-2-aminobenzenethiol). Yield: 87.3%. RXN SMILES: NC1[S:3][C:4]2[CH:10]=[C:9]([CH3:11])[CH:8]=[CH:7][C:5]=2[N:6]=1.C(O)CO.[OH-].[K+].C1(C)C=CC=CC=1>C(O)(=O)C>[CH3:11][C:9]1[CH:8]=[CH:7][C:5]([NH2:6])=[C:4]([SH:3])[CH:10]=1 |f:2.3|. Reported procedure: A mixture of 2-amino-6-methylbenzothiazole (15 g, 91.3 mmol), ethylene glycol (22.26 g, 0.36 mol) and 50% w/v KOH (180 ml) was heated under reflux for 62 h. On cooling to room temperature, toluene (60 ml) was added and the reaction mixture was cooled in an ice-bath and acidified with acetic acid (final pH 5-6). The reaction mixture was extracted with toluene (5×300 ml) and the combined organic extracts were washed with brine (2×200 ml), dried (MgSO4) and the solvent removed under reduced pressur... The reactants are alcohol, P(=O)([O-])([O-])[O-] (phosphate), C=1N=C(C2=C(N1)N(C=N2)[C@H]3[C@@H]([C@@H]([C@H](O3)COP(=O)(O)OP(=O)(O)OC[C@@H]4[C@H]([C@H]([C@@H](O4)N5C=CCC(=C5)C(=O)N)O)O)O)O)N (NAD), FC(C(=O)C1=CC=CC=C1)(F)F (trifluoroacetophenone), Compound 2, [OH-].[Na+] (NaOH). The solvent is C(C)OCC (ethyl ether), CCCCCC (hexane), CCCCCC (hexane), CC(C)O (2-propanol). The product is C1(=CC=CC=C1)[C@@H](C)O ((R)-1-Phenylethanol). RXN SMILES: C1N=C(N)C2N=CN([C@@H]3O[C@H](COP(OP(OC[C@H]4O[C@@H](N5C=C(C(N)=O)CC=C5)[C@H](O)[C@@H]4O)(O)=O)(O)=O)[C@@H](O)[C@H]3O)C=2N=1.F[C:46](F)(F)[C:47]([C:49]1[CH:54]=[CH:53][CH:52]=[CH:51][CH:50]=1)=[O:48].P([O-])([O-])([O-])=O.[OH-].[Na+]>C(OCC)C.CCCCCC.CC(O)C>[C:49]1([C@H:47]([OH:48])[CH3:46])[CH:54]=[CH:53][CH:52]=[CH:51][CH:50]=1 |f:3.4|. Procedure: A reaction mixture was formed by admixing (i) 50 mg NAD, (ii) 4 ml of 2-propanol and (iii) 5 mmoles of acetophenone, Compound 2, in a liquid medium containing 1 gm of lyophilized PED alcohol dehydrogenase preparation, 75 ml of 50 mM phosphate buffer, pH 7.1, and 25 ml of hexane. The pH of the reaction was maintained constant by addition of 1N NaOH. The reaction mixture was maintained at room temperature until product formation stopped. When product formation stopped, (R)-1-Phenylethanol, Compoun...